This data is from the Open Reaction Database (ORD), a public repository of structured organic reaction records. The task is: describe an organic reaction: reactants, conditions, products, and yield Reactants: solution, C(C)(C)[Mg]Cl (isopropylmagnesiumchloride), CN(C)C=O (DMF), IC=1C(=NN(C1C)S(=O)(=O)C1=CC=C(C=C1)C)C (4-iodo-3,5-dimethyl-1-[(4-methylphenyl)sulfonyl]-1H-pyrazole), CN(C)C=O (DMF). Solvent: C1CCOC1 (THF), C1CCOC1 (THF). Reaction conditions: temperature -73 celsius, time 1 hour. Product: CC1=NN(C(=C1C=O)C)S(=O)(=O)C1=CC=C(C=C1)C (3,5-dimethyl-1-[(4-methylphenyl)sulfonyl]-1H-pyrazole-4-carbaldehyde). The yield is 83.2%. As a reaction SMILES: I[C:2]1[C:3]([CH3:18])=[N:4][N:5]([S:8]([C:11]2[CH:16]=[CH:15][C:14]([CH3:17])=[CH:13][CH:12]=2)(=[O:10])=[O:9])[C:6]=1[CH3:7].C([Mg]Cl)(C)C.CN([CH:27]=[O:28])C>C1COCC1>[CH3:18][C:3]1[C:2]([CH:27]=[O:28])=[C:6]([CH3:7])[N:5]([S:8]([C:11]2[CH:16]=[CH:15][C:14]([CH3:17])=[CH:13][CH:12]=2)(=[O:10])=[O:9])[N:4]=1. Procedure: In a reaction vessel under inert atmosphere, 4-iodo-3,5-dimethyl-1-[(4-methylphenyl)sulfonyl]-1H-pyrazole x53 (1.44 g, 3.8 mmol) is dissolved in dry THF (10 ml) and cooled down to −73° C. A 2M solution of isopropylmagnesiumchloride in THF (9.6 mmol, 4.8 ml) is added dropwise and the mixture is stirred at −73° C. for 1 h. Then 0.44 ml of DMF (5.7 mmol) are added and the solution stirred at room temperature overnight. DMF (1.9 mmol) is further added and stirring is continued for 16 h. The reaction... Product: C(\C=C/C(=O)[O-])(=O)O.[NH4+] (ammonium hydrogen maleate). Conditions: temperature 50 celsius, time 1 hour. RXN SMILES: C[N:2]([C@H]1C2C(=CC=CC=2)[C@H](C2C=CC(Cl)=C(Cl)C=2)C1)C.[C:21]([OH:28])(=[O:27])/[CH:22]=[CH:23]\[C:24]([OH:26])=[O:25]>C(O)C>[C:21]([OH:28])(=[O:27])/[CH:22]=[CH:23]\[C:24]([O-:26])=[O:25].[NH4+:2] |f:3.4|. The solvent is C(C)O (ethanol), C(C)O (ethanol). Reported procedure: Trans-1-(N,N-dimethylamino)-3-(3′,4′-dichlorophenyl)indan (13 g, 0.042 mole) was dissolved in ethanol (60 mL) at 50° C. In a separate flask, maleic acid (4.95 g, 0.042 mol) was dissolved in 20 mL of ethanol at 50° C., then added to the solution of trans-1-(N,N-dimethylamino)-3-(3′,4′-dichlorophenyl)indan. The mixture was stirred at 50° C. for 1 h, then at 10° C. for 2 h. The precipitated product was collected by filtration, then washed with cold ethyl acetate (40 mL). The solid was dried under h... Starting materials: C(\C=C/C(=O)O)(=O)O (maleic acid), CN(C)[C@@H]1C[C@H](C2=CC=CC=C12)C1=CC(=C(C=C1)Cl)Cl (Trans-1-(N,N-dimethylamino)-3-(3′,4′-dichlorophenyl)indan), CN(C)[C@@H]1C[C@H](C2=CC=CC=C12)C1=CC(=C(C=C1)Cl)Cl (trans-1-(N,N-dimethylamino)-3-(3′,4′-dichlorophenyl)indan). Starting materials: C(#N)[C@@]1(C(N(CC1)C1=NC(=NC=C1)NC=1C=NN(C1)C(C(=O)OC(C)(C)C)(C)C)=O)CC (tert-butyl 2-(4-((4-((3R)-3-cyano-3-ethyl-2-oxopyrrolidin-1-yl)pyrimidin-2-yl)amino)-1H-pyrazol-1-yl)-2-methylpropanoate), Cl (hydrogen chloride). Solvent: C(C)(=O)OCC (ethyl acetate), C(C)(=O)OCC (ethyl acetate). Run at time 3 hour. The product is Cl.C(#N)[C@@]1(C(N(CC1)C1=NC(=NC=C1)NC=1C=NN(C1)C(C(=O)O)(C)C)=O)CC (2-(4-((4-((3R)-3-cyano-3-ethyl-2-oxopyrrolidin-1-yl)pyrimidin-2-yl)amino)-1H-pyrazol-1-yl)-2-methylpropanoic acid hydrochloride). Reaction SMILES: [C:1]([C@@:3]1([CH2:31][CH3:32])[CH2:7][CH2:6][N:5]([C:8]2[CH:13]=[CH:12][N:11]=[C:10]([NH:14][C:15]3[CH:16]=[N:17][N:18]([C:20]([CH3:29])([CH3:28])[C:21]([O:23]C(C)(C)C)=[O:22])[CH:19]=3)[N:9]=2)[C:4]1=[O:30])#[N:2].[ClH:33]>C(OCC)(=O)C>[ClH:33].[C:1]([C@@:3]1([CH2:31][CH3:32])[CH2:7][CH2:6][N:5]([C:8]2[CH:13]=[CH:12][N:11]=[C:10]([NH:14][C:15]3[CH:16]=[N:17][N:18]([C:20]([CH3:28])([CH3:29])[C:21]([OH:23])=[O:22])[CH:19]=3)[N:9]=2)[C:4]1=[O:30])#[N:2] |f:3.4|. Procedure: To a solution of tert-butyl 2-(4-((4-((3R)-3-cyano-3-ethyl-2-oxopyrrolidin-1-yl)pyrimidin-2-yl)amino)-1H-pyrazol-1-yl)-2-methylpropanoate (1.0 g) obtained in Step A of Example 199 in ethyl acetate (10 mL) was added a solution of 4 M hydrogen chloride in ethyl acetate (10 mL), and the mixture was stirred at room temperature for 3 hr. The solvent was evaporated under reduced pressure, and the residue was recrystallized (ethanol/diisopropyl ether) to give the crude title compound (820 mg). The crud... Reactants: C(CCCCCCC)(=O)Cl (octanoyl chloride), NC1=CC=C(C=C1)C(CCC(=O)OC)=O (4-(4-amino-phenyl)-4-oxo-butyric acid, methyl ester). Yields the product C(CCCCCCC)(=O)NC1=CC=C(C=C1)C(CCC(=O)O)=O (4-[4-(octanoylamino)-phenyl]-4-oxo-butyric acid). Isolated yield 78.9%. RXN SMILES: [C:1](Cl)(=[O:9])[CH2:2][CH2:3][CH2:4][CH2:5][CH2:6][CH2:7][CH3:8].[NH2:11][C:12]1[CH:17]=[CH:16][C:15]([C:18](=[O:25])[CH2:19][CH2:20][C:21]([O:23]C)=[O:22])=[CH:14][CH:13]=1>>[C:1]([NH:11][C:12]1[CH:13]=[CH:14][C:15]([C:18](=[O:25])[CH2:19][CH2:20][C:21]([OH:23])=[O:22])=[CH:16][CH:17]=1)(=[O:9])[CH2:2][CH2:3][CH2:4][CH2:5][CH2:6][CH2:7][CH3:8]. Procedure details: In a manner similar to that described in Example 3, octanoyl chloride (0.063 g, 0.00034 mol) was allowed to react with 4-(4-amino-phenyl)-4-oxo-butyric acid, methyl ester (0.052 g, 0.00025 mol), and the resulting intermediate was hydrolyzed to give 0.063 g of 4-[4-(octanoylamino)-phenyl]-4-oxo-butyric acid as an off-white solid; MS-(AP+) MH+320.